From a dataset of the Open Reaction Database (ORD), a public repository of structured organic reaction records. describe an organic reaction: reactants, conditions, products, and yield Starting materials: ClCCl, Cc1ccc(F)cc1C(=O)Nc1ccc(C(=O)Cl)c(Cl)c1, CCN(C(C)C)C(C)C, O, c1ccc2c(c1)Cn1cccc1CN2. Yields the product Cc1ccc(F)cc1C(=O)Nc1ccc(C(=O)N2Cc3cccn3Cc3ccccc32)c(Cl)c1. RXN SMILES: [CH2:46]([Cl:47])[Cl:48].[CH3:24][c:25]1[c:26]([C:27](=[O:28])[NH:29][c:30]2[cH:31][c:32]([Cl:39])[c:33]([C:34](=[O:35])[Cl:36])[cH:37][cH:38]2)[cH:40][c:41]([F:44])[cH:42][cH:43]1.[CH:15]([N:16]([CH2:17][CH3:18])[CH:19]([CH3:20])[CH3:21])([CH3:22])[CH3:23].[OH2:45].[cH:1]1[cH:2][cH:3][n:4]2[c:5]1[CH2:6][NH:7][c:8]1[c:9]([cH:11][cH:12][cH:13][cH:14]1)[CH2:10]2>>[cH:1]1[cH:2][cH:3][n:4]2[c:5]1[CH2:6][N:7]([C:34]([c:33]1[c:32]([Cl:39])[cH:31][c:30]([NH:29][C:27]([c:26]3[c:25]([CH3:24])[cH:43][cH:42][c:41]([F:44])[cH:40]3)=[O:28])[cH:38][cH:37]1)=[O:35])[c:8]1[c:9]([cH:11][cH:12][cH:13][cH:14]1)[CH2:10]2. The reactants are C(C)(C)(C)O[C@@H](C)[C@@H]1N(C(OC1)=O)C1=NC(=NC=C1)Cl ((R)-4-((S)-1-(tert-butoxy)ethyl)-3-(2-chloropyrimidin-4-yl)oxazolidin-2-one), CS(=O)C (DMSO), Cl.ClC1=CC=C(C=C1)C=1SC(=CN1)[C@H](C)N ((S)-1-(2-(4-chlorophenyl)thiazol-5-yl)ethanamine HCl), CCN(C(C)C)C(C)C (DIEA). Run in CCOC(=O)C.CCCCCCC (EtOAc Heptane), O (water). Reaction conditions: temperature 110 celsius. The product is C(C)(C)(C)O[C@@H](C)[C@@H]1N(C(OC1)=O)C1=NC(=NC=C1)N[C@@H](C)C1=CN=C(S1)C1=CC=C(C=C1)Cl ((R)-4-((S)-1-(tert-butoxy)ethyl)-3-(2-(((S)-1-(2-(4-chlorophenyl)thiazol-5-yl)ethyl)amino)pyrimidin-4-yl)oxazolidin-2-one). The yield is 32.7%. As a reaction SMILES: [C:1]([O:5][C@H:6]([C@H:8]1[CH2:12][O:11][C:10](=[O:13])[N:9]1[C:14]1[CH:19]=[CH:18][N:17]=[C:16](Cl)[N:15]=1)[CH3:7])([CH3:4])([CH3:3])[CH3:2].CS(C)=O.Cl.[Cl:26][C:27]1[CH:32]=[CH:31][C:30]([C:33]2[S:34][C:35]([C@@H:38]([NH2:40])[CH3:39])=[CH:36][N:37]=2)=[CH:29][CH:28]=1.CCN(C(C)C)C(C)C>O.CCOC(C)=O.CCCCCCC>[C:1]([O:5][C@H:6]([C@H:8]1[CH2:12][O:11][C:10](=[O:13])[N:9]1[C:14]1[CH:19]=[CH:18][N:17]=[C:16]([NH:40][C@H:38]([C:35]2[S:34][C:33]([C:30]3[CH:31]=[CH:32][C:27]([Cl:26])=[CH:28][CH:29]=3)=[N:37][CH:36]=2)[CH3:39])[N:15]=1)[CH3:7])([CH3:4])([CH3:3])[CH3:2] |f:2.3,6.7|. Procedure: To a microwave vial with stir bar was added (R)-4-((S)-1-(tert-butoxy)ethyl)-3-(2-chloropyrimidin-4-yl)oxazolidin-2-one (147 mg, 0.49 mmol) and DMSO (4 mL). To this reaction mixture was added (S)-1-(2-(4-chlorophenyl)thiazol-5-yl)ethanamine HCl (148 mg, 0.54 mmol) and DIEA (0.26 mL, 1.47 mmol). Vial capped and the reaction mixture was heated in a preheated sand bath at 110° C. for 42 hr. The reaction mixture was diluted with water and extracted with EtOAc. Organic phases combined, washed with wa... The reactants are ClC=1C=CC(=C(C1)C1=NN(C=C1[N+](=O)[O-])COCC[Si](C)(C)C)OC (3-(5-chloro-2-methoxyphenyl)-4-nitro-1-((2-(trimethylsilyl)ethoxy)methyl)-1H-pyrazole), O (water), [Cl-].[NH4+] (ammonium chloride). The solvent is ClCCl (dichloromethane), C(C)O (ethanol). Yields the product ClC=1C=CC(=C(C1)C1=NN(C=C1N)COCC[Si](C)(C)C)OC (3-(5-chloro-2-methoxyphenyl)-1-((2-(trimethylsilyl)ethoxy)methyl)-1H-pyrazol-4-amine). Reaction SMILES: [Cl:1][C:2]1[CH:3]=[CH:4][C:5]([O:24][CH3:25])=[C:6]([C:8]2[C:12]([N+:13]([O-])=O)=[CH:11][N:10]([CH2:16][O:17][CH2:18][CH2:19][Si:20]([CH3:23])([CH3:22])[CH3:21])[N:9]=2)[CH:7]=1.O.[Cl-].[NH4+]>C(O)C.ClCCl.[Fe]>[Cl:1][C:2]1[CH:3]=[CH:4][C:5]([O:24][CH3:25])=[C:6]([C:8]2[C:12]([NH2:13])=[CH:11][N:10]([CH2:16][O:17][CH2:18][CH2:19][Si:20]([CH3:22])([CH3:21])[CH3:23])[N:9]=2)[CH:7]=1 |f:2.3|. Reagents/catalysts: [Fe] (iron). Yield: 99.6%. Reaction conditions: temperature 75 celsius, time 1.5 hour. Reported procedure: To a solution of 3-(5-chloro-2-methoxyphenyl)-4-nitro-1-((2-(trimethylsilyl)ethoxy)methyl)-1H-pyrazole (5.97 g, 15.6 mmol) in 25 mL ethanol was added 50 mL water, ammonium chloride (3.37 g, 62.9 mmol), and iron powder (4.367 g, 78.2 mmol). The reaction mixture was stirred at 75° C. for 1.5 hours. After cooling to room temperature, the reaction was diluted with dichloromethane and filtered through a celite pad, rinsing with more dichloromethane. The filtrate was added to 150 mL saturated aqueous ... The reactants are C(C1=CC=CC=C1)N1C[C@H](CCC1)N(C1=C2C(=NC=N1)N(N=C2)COCC[Si](C)(C)C)C ((S)—N-(1-benzylpiperidin-3-yl)-N-methyl-1-((2-(trimethylsilyl)ethoxy)methyl)-1H-pyrazolo[3,4-d]pyrimidin-4-amine), C(=O)[O-].[NH4+] (ammonium formate). Yield: 75.3%. Procedure details: To a solution of (S)—N-(1-benzylpiperidin-3-yl)-N-methyl-1-((2-(trimethylsilyl)ethoxy)methyl)-1H-pyrazolo[3,4-d]pyrimidin-4-amine (540 mg, 1.19 mmol) in McOH under nitrogen, 10% Pd/C (540 mg) was added. To this suspension, ammonium formate (752 mg, 11.9 mmol) was added and the reaction mixture was refluxed under nitrogen for 4 h. After completion of the reaction as indicated by TLC, the reaction mixture was cooled to rt and filtered over celite. The filtrate was concentrated in vacuo to give a r... Product: CN(C1=C2C(=NC=N1)N(N=C2)COCC[Si](C)(C)C)[C@@H]2CNCCC2 ((S)—N-methyl-N-(piperidin-3-yl)-1-((2-(trimethylsilyl)ethoxy)methyl)-1H-pyrazolo[3,4-d]pyrimidin-4-amine). Reagents/catalysts: [Pd] (Pd/C). As a reaction SMILES: C([N:8]1[CH2:13][CH2:12][CH2:11][C@H:10]([N:14]([CH3:32])[C:15]2[N:20]=[CH:19][N:18]=[C:17]3[N:21]([CH2:24][O:25][CH2:26][CH2:27][Si:28]([CH3:31])([CH3:30])[CH3:29])[N:22]=[CH:23][C:16]=23)[CH2:9]1)C1C=CC=CC=1.C([O-])=O.[NH4+]>[Pd]>[CH3:32][N:14]([C@H:10]1[CH2:11][CH2:12][CH2:13][NH:8][CH2:9]1)[C:15]1[N:20]=[CH:19][N:18]=[C:17]2[N:21]([CH2:24][O:25][CH2:26][CH2:27][Si:28]([CH3:29])([CH3:30])[CH3:31])[N:22]=[CH:23][C:16]=12 |f:1.2|. Starting materials: C(C=C)[C@@]1(C(N[C@@H]([C@H](C1)C1=CC(=CC=C1)Cl)C1=CC=C(C=C1)Cl)=O)C ((3S,5R,6S)-3-allyl-5-(3-chlorophenyl)-6-(4-chlorophenyl)-3-methylpiperidin-2-one), [H-].[Na+] (sodium hydride), oil, BrC(C(=O)OC)CC (methyl 2-bromobutanoate), [NH4+].[Cl-] (NH4Cl). Run in CN(C)C=O (DMF). Run at time 20 minute. Product: C(C=C)[C@@]1(C(N([C@@H]([C@H](C1)C1=CC(=CC=C1)Cl)C1=CC=C(C=C1)Cl)[C@H](C(=O)OC)CC)=O)C ((S)-Methyl 2-((3S,5R,6S)-3-allyl-5-(3-chlorophenyl)-6-(4-chlorophenyl)-3-methyl-2-oxopiperidin-1-yl)butanoate). Reaction SMILES: [CH2:1]([C@@:4]1([CH3:25])[CH2:9][C@H:8]([C:10]2[CH:15]=[CH:14][CH:13]=[C:12]([Cl:16])[CH:11]=2)[C@@H:7]([C:17]2[CH:22]=[CH:21][C:20]([Cl:23])=[CH:19][CH:18]=2)[NH:6][C:5]1=[O:24])[CH:2]=[CH2:3].[H-].[Na+].Br[CH:29]([CH2:34][CH3:35])[C:30]([O:32][CH3:33])=[O:31].[NH4+].[Cl-]>CN(C=O)C>[CH2:1]([C@@:4]1([CH3:25])[CH2:9][C@H:8]([C:10]2[CH:15]=[CH:14][CH:13]=[C:12]([Cl:16])[CH:11]=2)[C@@H:7]([C:17]2[CH:22]=[CH:21][C:20]([Cl:23])=[CH:19][CH:18]=2)[N:6]([C@@H:29]([CH2:34][CH3:35])[C:30]([O:32][CH3:33])=[O:31])[C:5]1=[O:24])[CH:2]=[CH2:3] |f:1.2,4.5|. Procedure details: To a solution of (3S,5R,6S)-3-allyl-5-(3-chlorophenyl)-6-(4-chlorophenyl)-3-methylpiperidin-2-one (Example 71, Step D) (4.00 g, 10.7 mmol) in 45 mL of DMF was added a dispersion of 60% sodium hydride in mineral oil (1.71 g, 42.7 mmol) at 0° C. After being stirred for 20 min, methyl 2-bromobutanoate (6.15 mL, 53.4 mmol) was added at 0° C. and the resulting solution was stirred at 25° C. for 12 h until completion of the reaction. Then sat. aq. NH4Cl solution was added and the mixture was extracted... Starting materials: [Na] (sodium), BrC(C(C)=O)C (3-bromo-2-butanone), C(CC(=O)C)(=O)OCC (ethyl acetoacetate), [O-]CC.[Na+] (sodium ethoxide). Run in C(C)O (ethanol). Conditions: time 30 minute. Yields the product C(C)OC(=O)C(C(C)=O)C(C(C)=O)C (3-ethoxycarbonyl-4-methyl-hexane-2,5-dione). RXN SMILES: [Na].[C:2]([O:8][CH2:9][CH3:10])(=[O:7])[CH2:3][C:4]([CH3:6])=[O:5].[O-]CC.[Na+].Br[CH:16]([CH3:20])[C:17](=[O:19])[CH3:18]>C(O)C>[CH2:9]([O:8][C:2]([CH:3]([CH:16]([CH3:20])[C:17](=[O:19])[CH3:18])[C:4](=[O:5])[CH3:6])=[O:7])[CH3:10] |f:2.3,^1:0|. Procedure: 7.3 G., 0.317 mol of sodium was dissolved in 125 ml. of absolute ethanol 87.0 G. (0.669 mol) of ethyl acetoacetate were added to the resulting solution of sodium ethoxide in the cold. The reaction mixture was heated to reflux and 48.6 g. (0.322 mol) of freshly distilled 3-bromo-2-butanone were added dropwise with stirring over a period of 30 min. Refluxing was continued until the mixture tested neutral to pH paper (~1.5 hrs.). The precipitated sodium bromide was filtered off the cold solution an... The reactants are COc1ccc(-c2n[nH]c3ccc(C#N)cc23)cc1, CCO, Cl, [Na+], [OH-], OO. Product: COc1ccc(-c2n[nH]c3ccc(C(N)=O)cc23)cc1. Reaction SMILES: [CH3:1][O:2][c:3]1[cH:4][cH:5][c:6](-[c:9]2[n:10][nH:11][c:12]3[cH:13][cH:14][c:15]([C:18]#[N:19])[cH:16][c:17]23)[cH:7][cH:8]1.[CH3:25][CH2:26][OH:27].[ClH:24].[Na+:23].[OH-:22].[OH:20][OH:21]>>[CH3:1][O:2][c:3]1[cH:4][cH:5][c:6](-[c:9]2[n:10][nH:11][c:12]3[cH:13][cH:14][c:15]([C:18]([NH2:19])=[O:20])[cH:16][c:17]23)[cH:7][cH:8]1. Reactants: CCCC(Br)C(=O)OCC, O=C([O-])[O-], CC#N, [Cs+], [Cs+], Oc1ccc2ccncc2c1. The product is CCCC(Oc1ccc2ccncc2c1)C(=O)OCC. RXN SMILES: [Br:18][CH:19]([C:20](=[O:21])[O:22][CH2:23][CH3:24])[CH2:25][CH2:26][CH3:27].[C:1](=[O:2])([O-:3])[O-:4].[CH3:28][C:29]#[N:30].[Cs+:5].[Cs+:6].[OH:7][c:8]1[cH:9][cH:10][c:11]2[cH:12][cH:13][n:14][cH:15][c:16]2[cH:17]1>>[O:7]([c:8]1[cH:9][cH:10][c:11]2[cH:12][cH:13][n:14][cH:15][c:16]2[cH:17]1)[CH:19]([C:20](=[O:21])[O:22][CH2:23][CH3:24])[CH2:25][CH2:26][CH3:27]. Reactants: ClC(=O)N1C2=C(NC(C3=C1C=C(C=C3)C)=O)C=CC=N2 (11-(chlorocarbonyl)-5,11-dihydro-9-methyl-6H-pyrido[2,3-b][1,4]benzodiazepin-6-one), CC(C)N(CCCC1CCN(CC1)CCN)C(C)C (2-[4-[3-[bis(methylethyl)amino]propyl]-piperidin-1-yl]ethanamine). The solvent is C(C)(=O)OCC (ethyl acetate). The product is CC(C)N(CCCC1CCN(CC1)CCNC(=O)N1C2=C(NC(C3=C1C=C(C=C3)C)=O)C=CC=N2)C(C)C (11-[[[2-[4-[3-[Bis(methylethyl)amino]propyl]-piperidin-1-yl]ethyl]amino]carbonyl]-5,11-dihydro-9-methyl-6H-pyrido[2,3-b][1,4]benzodiazepin-6-one). The yield is 46.0%. Reaction SMILES: Cl[C:2]([N:4]1[C:10]2[CH:11]=[C:12]([CH3:15])[CH:13]=[CH:14][C:9]=2[C:8](=[O:16])[NH:7][C:6]2[CH:17]=[CH:18][CH:19]=[N:20][C:5]1=2)=[O:3].[CH3:21][CH:22]([N:24]([CH:37]([CH3:39])[CH3:38])[CH2:25][CH2:26][CH2:27][CH:28]1[CH2:33][CH2:32][N:31]([CH2:34][CH2:35][NH2:36])[CH2:30][CH2:29]1)[CH3:23]>C(OCC)(=O)C>[CH3:39][CH:37]([N:24]([CH:22]([CH3:23])[CH3:21])[CH2:25][CH2:26][CH2:27][CH:28]1[CH2:29][CH2:30][N:31]([CH2:34][CH2:35][NH:36][C:2]([N:4]2[C:10]3[CH:11]=[C:12]([CH3:15])[CH:13]=[CH:14][C:9]=3[C:8](=[O:16])[NH:7][C:6]3[CH:17]=[CH:18][CH:19]=[N:20][C:5]2=3)=[O:3])[CH2:32][CH2:33]1)[CH3:38]. Procedure details: Prepared analogously to Example 1 from 11-(chlorocarbonyl)-5,11-dihydro-9-methyl-6H-pyrido[2,3-b][1,4]benzodiazepin-6-one and 2-[4-[3-[bis(methylethyl)amino]propyl]-piperidin-1-yl]ethanamine in a yield of 46% of theory. Colourless crystals, m.p. 160°-162° C. (ethyl acetate). Starting materials: CCCCC(CC)CO, Nc1cc(Cl)nc(C(=O)O)c1Cl, O, O=S(=O)(O)O. The product is CCCCC(CC)COC(=O)c1nc(Cl)cc(N)c1Cl. RXN SMILES: [CH2:1]([CH3:2])[CH:3]([CH2:4][OH:5])[CH2:6][CH2:7][CH2:8][CH3:9].[NH2:15][c:16]1[c:17]([Cl:26])[c:18]([C:23](=[O:24])[OH:25])[n:19][c:20]([Cl:22])[cH:21]1.[OH2:27].[S:10](=[O:11])(=[O:12])([OH:13])[OH:14]>>[CH2:1]([CH3:2])[CH:3]([CH2:4][O:5][C:23]([c:18]1[c:17]([Cl:26])[c:16]([NH2:15])[cH:21][c:20]([Cl:22])[n:19]1)=[O:24])[CH2:6][CH2:7][CH2:8][CH3:9].